Dataset: the Open Reaction Database (ORD), a public repository of structured organic reaction records. Task: describe an organic reaction: reactants, conditions, products, and yield Reactants: CCON, O=Cc1cccc(OCCCOc2c(Cl)cc(OCC=C(Cl)Cl)cc2Cl)c1, Cl, Cl, c1ccncc1. Yields the product CCON=Cc1cccc(OCCCOc2c(Cl)cc(OCC=C(Cl)Cl)cc2Cl)c1. Reaction SMILES: [CH2:29]([CH3:30])[O:31][NH2:32].[Cl:1][c:2]1[c:3]([O:4][CH2:5][CH2:6][CH2:7][O:8][c:9]2[cH:10][c:11]([CH:12]=[O:13])[cH:14][cH:15][cH:16]2)[c:17]([Cl:27])[cH:18][c:19]([O:21][CH2:22][CH:23]=[C:24]([Cl:25])[Cl:26])[cH:20]1.[ClH:28].[ClH:33].[cH:34]1[cH:35][cH:36][n:37][cH:38][cH:39]1>>[Cl:1][c:2]1[c:3]([O:4][CH2:5][CH2:6][CH2:7][O:8][c:9]2[cH:10][c:11]([CH:12]=[N:32][O:31][CH2:29][CH3:30])[cH:14][cH:15][cH:16]2)[c:17]([Cl:27])[cH:18][c:19]([O:21][CH2:22][CH:23]=[C:24]([Cl:25])[Cl:26])[cH:20]1. Reactants: [BH4-], C1CCOC1, CO, O=C1c2cc(OCc3ccc4cc(F)c(F)cc4n3)ccc2OCc2ncccc21, [Na+]. Reaction SMILES: [BH4-:31].[CH2:33]1[O:34][CH2:35][CH2:36][CH2:37]1.[CH3:38][OH:39].[F:1][c:2]1[cH:3][c:4]2[cH:5][cH:6][c:7]([CH2:13][O:14][c:15]3[cH:16][cH:17][c:18]4[c:19]([cH:30]3)[C:20](=[O:29])[c:21]3[c:22]([n:23][cH:24][cH:25][cH:26]3)[CH2:27][O:28]4)[n:8][c:9]2[cH:10][c:11]1[F:12].[Na+:32]>>[F:1][c:2]1[cH:3][c:4]2[cH:5][cH:6][c:7]([CH2:13][O:14][c:15]3[cH:16][cH:17][c:18]4[c:19]([cH:30]3)[CH:20]([OH:29])[c:21]3[c:22]([n:23][cH:24][cH:25][cH:26]3)[CH2:27][O:28]4)[n:8][c:9]2[cH:10][c:11]1[F:12]. Yields the product OC1c2cc(OCc3ccc4cc(F)c(F)cc4n3)ccc2OCc2ncccc21. The reactants are Cl.N1=CC(=CC=C1)CC1=CC2=CC=C(C=C2C=C1)C(=O)O (2-(3-pyridylmethyl)naphthalene-6-carboxylic acid hydrochloride), [OH-].[Na+] (sodium hydroxide). Solvent: C(Cl)Cl (methylene chloride). The product is N1=CC(=CC=C1)CC1=CC2=CC=C(C=C2C=C1)C(=O)O (2-(3-pyridylmethyl)naphthalene-6-carboxylic acid). As a reaction SMILES: Cl.[N:2]1[CH:7]=[CH:6][CH:5]=[C:4]([CH2:8][C:9]2[CH:18]=[CH:17][C:16]3[C:11](=[CH:12][CH:13]=[C:14]([C:19]([OH:21])=[O:20])[CH:15]=3)[CH:10]=2)[CH:3]=1.[OH-].[Na+]>C(Cl)Cl>[N:2]1[CH:7]=[CH:6][CH:5]=[C:4]([CH2:8][C:9]2[CH:18]=[CH:17][C:16]3[C:11](=[CH:12][CH:13]=[C:14]([C:19]([OH:21])=[O:20])[CH:15]=3)[CH:10]=2)[CH:3]=1 |f:0.1,2.3|. Reported procedure: A suspension of 2-(3-pyridylmethyl)naphthalene-6-carboxylic acid hydrochloride in 100 ml of methylene chloride is stirred with a stoichiometric amount of dilute aqueous sodium hydroxide solution until the salt is completely dissolved. The organic layer is separated, washed with water, dried over magnesium sulfate and evaporated to yield 2-(3-pyridylmethyl)naphthalene-6-carboxylic acid. The reactants are OC1=C(C2=C(C(CO2)=O)C=C1)C(=O)O (6-hydroxy-3-oxo-2,3-dihydrobenzofuran-7-carboxylic acid), O.ON1N=NC2=C1C=CC=C2 (1-hydroxybenzotriazole monohydrate), Cl.C(C)N=C=NCCCN(C)C (1-ethyl-3-(3-dimethylaminopropyl)carbodiimide hydrochloride), C(=O)(OC(C)(C)C)N1CCNCC1 (N-Boc-piperazine). Solvent: O (water), C(Cl)Cl (methylene chloride). Conditions: time 14 hour. Product: OC1=C(C2=C(C(CO2)=O)C=C1)C(=O)N1CCN(CC1)C(=O)OC(C)(C)C (tert-butyl 4-(6-hydroxy-3-oxo-2,3-dihydrobenzofuran-7-carbonyl)piperazine-1-carboxylate). Yield: 64.1%. RXN SMILES: [OH:1][C:2]1[CH:11]=[CH:10][C:5]2[C:6](=[O:9])[CH2:7][O:8][C:4]=2[C:3]=1[C:12]([OH:14])=O.O.ON1C2C=CC=CC=2N=N1.Cl.C(N=C=NCCCN(C)C)C.[C:38]([N:45]1[CH2:50][CH2:49][NH:48][CH2:47][CH2:46]1)([O:40][C:41]([CH3:44])([CH3:43])[CH3:42])=[O:39]>C(Cl)Cl.O>[OH:1][C:2]1[CH:11]=[CH:10][C:5]2[C:6](=[O:9])[CH2:7][O:8][C:4]=2[C:3]=1[C:12]([N:48]1[CH2:47][CH2:46][N:45]([C:38]([O:40][C:41]([CH3:44])([CH3:43])[CH3:42])=[O:39])[CH2:50][CH2:49]1)=[O:14] |f:1.2,3.4|. Procedure details: A solution of 6-hydroxy-3-oxo-2,3-dihydrobenzofuran-7-carboxylic acid (0.060 g, 0.31 mmol) in methylene chloride (2.0 mL) was successively added with 1-hydroxybenzotriazole monohydrate (0.008 g, 0.052 mmol), 1-ethyl-3-(3-dimethylaminopropyl)carbodiimide hydrochloride (0.086 g, 0.45 mmol), and N-Boc-piperazine (0.067 g, 0.36 mmol), and the mixture was stirred at room temperature for 14 hours. The reaction mixture was added with water, the mixture was extracted with ethyl acetate, and the organic ... Reactants: CCOC(=O)C1CCN(c2cnc(NC3CC(CC)N(C(=O)OCC)c4ccc(C(F)(F)F)cc43)nc2Cc2cc(C(F)(F)F)cc(C(F)(F)F)c2)CC1, CCO, Cl, [Na+], [OH-]. Yields the product CCOC(=O)N1c2ccc(C(F)(F)F)cc2C(Nc2ncc(N3CCC(C(=O)O)CC3)c(Cc3cc(C(F)(F)F)cc(C(F)(F)F)c3)n2)CC1CC. As a reaction SMILES: [CH2:1]([CH3:2])[O:3][C:4](=[O:5])[N:6]1[CH:7]([CH2:53][CH3:54])[CH2:8][CH:9]([NH:20][c:21]2[n:22][cH:23][c:24]([N:42]3[CH2:43][CH2:44][CH:45]([C:48](=[O:49])[O:50][CH2:51][CH3:52])[CH2:46][CH2:47]3)[c:25]([CH2:27][c:28]3[cH:29][c:30]([C:38]([F:39])([F:40])[F:41])[cH:31][c:32]([C:34]([F:35])([F:36])[F:37])[cH:33]3)[n:26]2)[c:10]2[cH:11][c:12]([C:16]([F:17])([F:18])[F:19])[cH:13][cH:14][c:15]21.[CH3:58][CH2:59][OH:60].[ClH:57].[Na+:56].[OH-:55]>>[CH2:1]([CH3:2])[O:3][C:4](=[O:5])[N:6]1[CH:7]([CH2:53][CH3:54])[CH2:8][CH:9]([NH:20][c:21]2[n:22][cH:23][c:24]([N:42]3[CH2:43][CH2:44][CH:45]([C:48](=[O:49])[OH:50])[CH2:46][CH2:47]3)[c:25]([CH2:27][c:28]3[cH:29][c:30]([C:38]([F:39])([F:40])[F:41])[cH:31][c:32]([C:34]([F:35])([F:36])[F:37])[cH:33]3)[n:26]2)[c:10]2[cH:11][c:12]([C:16]([F:17])([F:18])[F:19])[cH:13][cH:14][c:15]21. Starting materials: O.[OH-].[Li+] (lithium hydroxide monohydrate), C(C)(C)C=1SC(=C(N1)C(=O)OC)C (methyl 2-isopropyl-5-methylthiazole-4-carboxylate). The solvent is O (water), CO (methanol). Run at temperature 20 celsius, time 3 hour. Product: C(C)(C)C=1SC(=C(N1)C(=O)O)C (2-Isopropyl-5-methylthiazole-4-carboxylic acid). As a reaction SMILES: O.[OH-].[Li+].[CH:4]([C:7]1[S:8][C:9]([CH3:16])=[C:10]([C:12]([O:14]C)=[O:13])[N:11]=1)([CH3:6])[CH3:5]>O.CO>[CH:4]([C:7]1[S:8][C:9]([CH3:16])=[C:10]([C:12]([OH:14])=[O:13])[N:11]=1)([CH3:6])[CH3:5] |f:0.1.2|. Procedure: A solution of lithium hydroxide monohydrate (0.2 g) in water (3 mL) was added to a solution of methyl 2-isopropyl-5-methylthiazole-4-carboxylate (example 69, step a) (0.5 g) in methanol (7 mL) and the reaction mixture was stirred at 20° C. for 3 hours. The methanol was removed under reduced pressure and the remaining aqueous solution was washed with ethyl acetate. The aqueous layer was acidified by dropwise addition of concentrated aqueous HCl and this mixture was extracted with ethyl acetate. T... Reactants: C(CCC)OC1=NC(=C2N=C(N(C2=N1)CCCC1NCCCC1)OC)N (2-(Butyloxy)-8-(methyloxy)-9-[3-(2-piperidinyl)propyl]-9H-purin-6-amine), NC1=C2N=C(N(C2=NC(=N1)O[C@H](CCC)C)CCC1CN(CCC1)C(=O)OCC1=CC=CC=C1)OC (phenylmethyl 3-{2-[6-amino-2-{[(1S)-1-methylbutyl]oxy}-8-(methyloxy)-9H-purin-9-yl]ethyl}-1-piperidinecarboxylate). Yields the product C[C@@H](CCC)OC1=NC(=C2N=C(N(C2=N1)CCC1CNCCC1)OC)N (2-{[(1S)-1-Methylbutyl]oxy}-8-(methyloxy)-9-[2-(3-piperidinyl)ethyl]-9H-purin-6-amine). RXN SMILES: C(OC1N=C2C(N=C(OC)N2CCCC2CCCCN2)=C(N)N=1)CCC.[NH2:27][C:28]1[N:36]=[C:35]([O:37][C@@H:38]([CH3:42])[CH2:39][CH2:40][CH3:41])[N:34]=[C:33]2[C:29]=1[N:30]=[C:31]([O:61][CH3:62])[N:32]2[CH2:43][CH2:44][CH:45]1[CH2:50][CH2:49][CH2:48][N:47](C(OCC2C=CC=CC=2)=O)[CH2:46]1>>[CH3:42][C@H:38]([O:37][C:35]1[N:34]=[C:33]2[C:29]([N:30]=[C:31]([O:61][CH3:62])[N:32]2[CH2:43][CH2:44][CH:45]2[CH2:50][CH2:49][CH2:48][NH:47][CH2:46]2)=[C:28]([NH2:27])[N:36]=1)[CH2:39][CH2:40][CH3:41]. Procedure: Prepared similarly to Intermediate 32 from phenylmethyl 3-{2-[6-amino-2-{[(1S)-1-methylbutyl]oxy}-8-(methyloxy)-9H-purin-9-yl]ethyl}-1-piperidinecarboxylate. Yield: 20.7%. The solvent is N1=CC=CC=C1 (pyridine). The reactants are N[C@H](C)C(=O)O (D-alanine), C1=2C(=O)OC(NC1=CC=CC2)=O (isatoic anhydride). Procedure details: Following the procedure of Example 5, D-alanine (73.6 mmol) and isatoic anhydride (61.3 mmol) were allowed to reflux in pyridine (50 mL) to give (3R)-3-methyl-3,4-dihydro-1H-1,4-benzodiazepine-2,5-dione (12.7 mmol) as a light brown solid. Product: C[C@@H]1C(NC2=C(C(N1)=O)C=CC=C2)=O ((3R)-3-methyl-3,4-dihydro-1H-1,4-benzodiazepine-2,5-dione). Reaction SMILES: [NH2:1][C@@H:2]([C:4]([OH:6])=O)[CH3:3].[C:7]12[C:13](=[CH:14][CH:15]=[CH:16][CH:17]=1)[NH:12]C(=O)O[C:8]2=[O:9]>N1C=CC=CC=1>[CH3:3][C@H:2]1[NH:1][C:8](=[O:9])[C:7]2[CH:17]=[CH:16][CH:15]=[CH:14][C:13]=2[NH:12][C:4]1=[O:6]. Reactants: Cl.C12(CC3CC(CC(C1)C3)C2)CCN (1-adamantaneethylamine hydrochloride), NC=1C=CC(=C(C(=O)O)C1)Cl (5-amino-2-chlorobenzoic acid). Yields the product NC=1C=CC(=C(C(=O)NCCC23CC4CC(CC(C2)C4)C3)C1)Cl (5-Amino-2-chloro-N -(2-[tricyclo[3.3.1.13,7]dec-1-yl]ethyl)-benzamide). Yield: 58.0%. RXN SMILES: Cl.[C:2]12([CH2:12][CH2:13][NH2:14])[CH2:11][CH:6]3[CH2:7][CH:8]([CH2:10][CH:4]([CH2:5]3)[CH2:3]1)[CH2:9]2.[NH2:15][C:16]1[CH:17]=[CH:18][C:19]([Cl:25])=[C:20]([CH:24]=1)[C:21](O)=[O:22]>>[NH2:15][C:16]1[CH:17]=[CH:18][C:19]([Cl:25])=[C:20]([CH:24]=1)[C:21]([NH:14][CH2:13][CH2:12][C:2]12[CH2:9][CH:8]3[CH2:7][CH:6]([CH2:5][CH:4]([CH2:10]3)[CH2:3]1)[CH2:11]2)=[O:22] |f:0.1|. Procedure: Prepared according to the method of Example 14 from 1-adamantaneethylamine hydrochloride (0.105 g) and 5-amino-2-chlorobenzoic acid (0.132 g) and purified by supercritical fluid chromatography eluting with CO2 in ethanol to give the title compound as a white foam (0.094 g). Reactants: I(=O)(=O)(=O)O (periodic acid), CS(=O)C1=C(C(=O)N)C=CC=C1 (2-(methylsulfinyl)benzamide), S(=O)(Cl)Cl (thionyl chloride). The product is S1NC(C2=C1C=CC=C2)=O (1,2-benzisothiazol-3-one). Reaction SMILES: I(O)(=O)(=O)=O.C[S:7]([C:9]1[CH:17]=[CH:16][CH:15]=[CH:14][C:10]=1[C:11]([NH2:13])=[O:12])=O.S(Cl)(Cl)=O>>[S:7]1[C:9]2[CH:17]=[CH:16][CH:15]=[CH:14][C:10]=2[C:11](=[O:12])[NH:13]1. Procedure: In this method, 2-(methylthio)benzamide is produced from 2-(methylthio)benzoyl chloride; oxidized with periodic acid to 2-(methylsulfinyl)benzamide; and cyclized in the presence of thionyl chloride to yield a 1,2-benzisothiazol-3-one. ##STR1## (B) Org. Prep. Proced. Int., 15, 315-319(1983)